From a dataset of the Open Reaction Database (ORD), a public repository of structured organic reaction records. describe an organic reaction: reactants, conditions, products, and yield Starting materials: CI, CCO, ClCCl, Cl, OC(CCCN1CCN(c2ncc(F)cn2)CC1)c1ccc(F)cc1, [H-], [Na+], C1CCOC1, O. Yields the product Cl, COC(CCCN1CCN(c2ncc(F)cn2)CC1)c1ccc(F)cc1. Reaction SMILES: [CH3:28][I:29].[CH3:40][CH2:41][OH:42].[Cl:36][CH2:37][Cl:38].[ClH:30].[F:1][c:2]1[cH:3][cH:4][c:5]([CH:8]([CH2:9][CH2:10][CH2:11][N:12]2[CH2:13][CH2:14][N:15]([c:18]3[n:19][cH:20][c:21]([F:24])[cH:22][n:23]3)[CH2:16][CH2:17]2)[OH:25])[cH:6][cH:7]1.[H-:26].[Na+:27].[O:31]1[CH2:32][CH2:33][CH2:34][CH2:35]1.[OH2:39]>>[ClH:30].[F:1][c:2]1[cH:3][cH:4][c:5]([CH:8]([CH2:9][CH2:10][CH2:11][N:12]2[CH2:13][CH2:14][N:15]([c:18]3[n:19][cH:20][c:21]([F:24])[cH:22][n:23]3)[CH2:16][CH2:17]2)[O:25][CH3:28])[cH:6][cH:7]1. Starting materials: ICCCCOC (1-iodo-4-methoxy-butane), C(C)(C)NC1CCCCC1 (N-isopropylcyclohexylamine), [Li]CCCC (n-BuLi), C(C(C)C)(=O)OC (methyl isobutyrate). Run in CN(C)P(=O)(N(C)C)N(C)C (HMPA), C1CCOC1 (THF), C1CCOC1 (THF). Conditions: temperature -78 celsius, time 45 minute. Yields the product CC(C(=O)OC)(CCCCOC)C (methyl 2,2-dimethyl-6-methoxycaproate). Isolated yield 85.0%. RXN SMILES: [CH:1](NC1CCCCC1)(C)C.[Li]CCCC.[C:16]([O:21][CH3:22])(=[O:20])[CH:17]([CH3:19])[CH3:18].IC[CH2:25][CH2:26][CH2:27][O:28][CH3:29]>C1COCC1.CN(P(N(C)C)(N(C)C)=O)C>[CH3:18][C:17]([CH3:1])([CH2:19][CH2:25][CH2:26][CH2:27][O:28][CH3:29])[C:16]([O:21][CH3:22])=[O:20]. Reported procedure: To N-isopropylcyclohexylamine (5.96 ml) in THF (30 ml) was added dropwise n-BuLi (1,6-M, 22.7 ml) at -78° C., and the mixture was stirred for 30 min, to which a THF (5 ml) solution of methyl isobutyrate (3.43 g) was added, and stirred at -78° C. for 45 min. Then, a HMPA (6.3 ml) solution of 1-iodo-4-methoxy-butane (9.05 g) was added to the mixture, and stirred at room temperature for 1 h to give methyl 2,2-dimethyl-6-methoxycaproate (4.81 g, 85%) after usual work-up. Starting materials: COc1ccc([N+](=O)[O-])c(C=O)c1, Cc1ccccc1, O, OCCO, Cc1ccc(S(=O)(=O)O)cc1. Product: COc1ccc([N+](=O)[O-])c(C2OCCO2)c1. RXN SMILES: [CH3:1][O:2][c:3]1[cH:4][cH:5][c:6]([N+:11](=[O:12])[O-:13])[c:7]([CH:8]=[O:9])[cH:10]1.[CH3:30][c:31]1[cH:32][cH:33][cH:34][cH:35][cH:36]1.[OH2:18].[OH:14][CH2:15][CH2:16][OH:17].[c:19]1([CH3:20])[cH:21][cH:22][c:23]([S:24]([OH:25])(=[O:26])=[O:27])[cH:28][cH:29]1>>[CH3:1][O:2][c:3]1[cH:4][cH:5][c:6]([N+:11](=[O:12])[O-:13])[c:7]([CH:8]2[O:9][CH2:16][CH2:15][O:14]2)[cH:10]1. The reactants are CCC(CC)(c1ccc(C#CC2(O)CCOCC2)c(C)c1)c1ccc(-c2ccc(CC(=O)OC)cc2)c(C)c1, CO, [Na+], C1CCOC1, [OH-]. Reaction SMILES: [CH3:3][O:4][C:5]([CH2:6][c:7]1[cH:8][cH:9][c:10](-[c:13]2[c:14]([CH3:40])[cH:15][c:16]([C:19]([CH2:20][CH3:21])([c:22]3[cH:23][c:24]([CH3:37])[c:25]([C:28]#[C:29][C:30]4([OH:36])[CH2:31][CH2:32][O:33][CH2:34][CH2:35]4)[cH:26][cH:27]3)[CH2:38][CH3:39])[cH:17][cH:18]2)[cH:11][cH:12]1)=[O:41].[CH3:47][OH:48].[Na+:2].[O:42]1[CH2:43][CH2:44][CH2:45][CH2:46]1.[OH-:1]>>[O:4]=[C:5]([CH2:6][c:7]1[cH:8][cH:9][c:10](-[c:13]2[c:14]([CH3:40])[cH:15][c:16]([C:19]([CH2:20][CH3:21])([c:22]3[cH:23][c:24]([CH3:37])[c:25]([C:28]#[C:29][C:30]4([OH:36])[CH2:31][CH2:32][O:33][CH2:34][CH2:35]4)[cH:26][cH:27]3)[CH2:38][CH3:39])[cH:17][cH:18]2)[cH:11][cH:12]1)[OH:41]. Yields the product CCC(CC)(c1ccc(C#CC2(O)CCOCC2)c(C)c1)c1ccc(-c2ccc(CC(=O)O)cc2)c(C)c1. The reactants are C=C(C)NC=1N=C(C2=C(N1)N(C=C2)C)N(OC)C (N-(2-(Propen-2-yl)amino-7-methyl-pyrrolo[2,3 d]pyrimidin-4-yl)-N,O-dimethyl-hydroxylamine), Cl (HCl). Run in O (H2O). Yields the product Cl.C=C(C)NC=1N=C(C2=C(N1)N(C=C2)C)N(OC)C (N-(2-(propen-2-yl)amino-7-methyl-pyrrolo[2,3 d]pyrimidin-4-yl)-N,O-dimethyl-hydroxylamine hydrochloride). RXN SMILES: [CH2:1]=[C:2]([NH:4][C:5]1[N:6]=[C:7]([N:15]([CH3:18])[O:16][CH3:17])[C:8]2[CH:13]=[CH:12][N:11]([CH3:14])[C:9]=2[N:10]=1)[CH3:3].[ClH:19]>O>[ClH:19].[CH2:1]=[C:2]([NH:4][C:5]1[N:6]=[C:7]([N:15]([CH3:18])[O:16][CH3:17])[C:8]2[CH:13]=[CH:12][N:11]([CH3:14])[C:9]=2[N:10]=1)[CH3:3] |f:3.4|. Procedure: N-(2-(Propen-2-yl)amino-7-methyl-pyrrolo[2,3 d]pyrimidin-4-yl)-N,O-dimethyl-hydroxylamine (310 mg, 1.32 mmol) was dissolved in H2O (5 mL) and 0.5 M aqueous HCl solution (2.7 mL), and the solution was lyophilized to yield N-(2-(propen-2-yl)amino-7-methyl-pyrrolo[2,3 d]pyrimidin-4-yl)-N,O-dimethyl-hydroxylamine hydrochloride (CLIX, 325 mg) as a white solid. LCMS (ESI) m/z=248 (M+H)+. 1H NMR (500 MHz, DMSO) δ (ppm) 12.60-14.80 (br, 1H), 7.70-8.70 (br, 1H), 7.06 (s, 1H), 6.55 (s, 1H), 5.90-5.94 (m, ...